describe an organic reaction: reactants, conditions, products, and yield From a dataset of the Open Reaction Database (ORD), a public repository of structured organic reaction records. Reactants: [OH-].[K+] (potassium hydroxide), Cl.C1(CC1)CN ((cyclopropylmethyl)amine hydrochloride), ClCC1=NN=C2N1C1=C(C(=NC2)C2=C(C=CC=C2)Cl)C=CC=C1 (1-(chloromethyl)-6-(o-chlorophenyl)-4-H-s-triazolo[4,3-a][1,4]benzodiazepine), [I-].[K+] (potassium iodide). Run in O1CCCC1 (tetrahydrofuran). The product is C1(CC1)CNCC1=NN=C2N1C1=C(C(=NC2)C2=C(C=CC=C2)Cl)C=CC=C1 (1-[[(cyclopropylmethyl)amino]methyl]-6-(o-chlorophenyl)-4H-s-triazolo[4,3-a][1,4]benzodiazepine). RXN SMILES: [OH-].[K+].Cl.[CH:4]1([CH2:7][NH2:8])[CH2:6][CH2:5]1.Cl[CH2:10][C:11]1[N:15]2[C:16]3[CH:31]=[CH:30][CH:29]=[CH:28][C:17]=3[C:18]([C:21]3[CH:26]=[CH:25][CH:24]=[CH:23][C:22]=3[Cl:27])=[N:19][CH2:20][C:14]2=[N:13][N:12]=1.[I-].[K+]>O1CCCC1>[CH:4]1([CH2:7][NH:8][CH2:10][C:11]2[N:15]3[C:16]4[CH:31]=[CH:30][CH:29]=[CH:28][C:17]=4[C:18]([C:21]4[CH:26]=[CH:25][CH:24]=[CH:23][C:22]=4[Cl:27])=[N:19][CH2:20][C:14]3=[N:13][N:12]=2)[CH2:6][CH2:5]1 |f:0.1,2.3,5.6|. Procedure: In the manner given in Example 3, a solution of potassium hydroxide and (cyclopropylmethyl)amine hydrochloride is treated with a solution of 1-(chloromethyl)-6-(o-chlorophenyl)-4-H-s-triazolo[4,3-a][1,4]benzodiazepine and potassium iodide in tetrahydrofuran to give 1-[[(cyclopropylmethyl)amino]methyl]-6-(o-chlorophenyl)-4H-s-triazolo[4,3-a][1,4]benzodiazepine. As a reaction SMILES: [NH:1]1[CH2:7][CH2:6][CH2:5][CH2:4][CH2:3][C:2]1=[N:8][OH:9].C(#N)C.[C:13]([C:19]([O:21][CH3:22])=[O:20])#[C:14][C:15]([O:17][CH3:18])=[O:16]>>[NH:1]1[CH2:7][CH2:6][CH2:5][CH2:4][CH2:3][C:2]1=[N:8][O:9]/[C:14](=[CH:13]/[C:19]([O:21][CH3:22])=[O:20])/[C:15]([O:17][CH3:18])=[O:16].[NH:1]1[CH2:7][CH2:6][CH2:5][CH2:4][CH2:3][C:2]1=[N:8][O:9]/[C:14](=[CH:13]\[C:19]([O:21][CH3:22])=[O:20])/[C:15]([O:17][CH3:18])=[O:16]. Procedure: To a suspension of azepan-2-one oxime in acetonitrile 1.1 eq. of dimethyl acetylenedicarboxylate were added dropwise under stirring. The mixture was stirred at room temperature for 1 hour. The solvent was removed under reduced pressure to afford a mixture 8/1 of dimethyl (2E)-2-[(azepan-2-ylideneamino)oxy]but-2-enedioate and dimethyl (2Z)-2-[(azepan-2-ylideneamino)oxy]but-2-enedioate as a yellow oil. To better characterize the title compounds a small amount of the crude was purified by preparati... Product: mixture 8/1, N1C(CCCCC1)=NO\C(\C(=O)OC)=C\C(=O)OC (dimethyl (2E)-2-[(azepan-2-ylideneamino)oxy]but-2-enedioate), N1C(CCCCC1)=NO\C(\C(=O)OC)=C/C(=O)OC (dimethyl (2Z)-2-[(azepan-2-ylideneamino)oxy]but-2-enedioate). The reactants are N1C(CCCCC1)=NO (azepan-2-one oxime), C(C)#N (acetonitrile), C(#CC(=O)OC)C(=O)OC (dimethyl acetylenedicarboxylate).